From a dataset of the Open Reaction Database (ORD), a public repository of structured organic reaction records. describe an organic reaction: reactants, conditions, products, and yield Reactants: C(C)(C)(C)OC(CC1(CC2=CC=CC=C2C1)C(=O)O)=O (2-(2-tert-butoxy-2-oxoethyl)indane-2-carboxylic acid), Cl (HCl). Run in CCOC(=O)C (EtOAc). Conditions: time 1 hour. The product is C(=O)(O)CC1C(CC2=CC=CC=C12)C(=O)O ((Carboxymethyl)indane-2-carboxylic acid). RXN SMILES: C(OC(=O)C[C:8]1([C:17]([OH:19])=[O:18])[CH2:16][C:15]2[C:10](=[CH:11][CH:12]=[CH:13][CH:14]=2)[CH2:9]1)(C)(C)C.Cl>CCOC(C)=O>[C:17]([CH2:8][CH:16]1[C:15]2[C:10](=[CH:11][CH:12]=[CH:13][CH:14]=2)[CH2:9][CH:8]1[C:17]([OH:19])=[O:18])([OH:19])=[O:18]. Reported procedure: A solution of 2-(2-tert-butoxy-2-oxoethyl)indane-2-carboxylic acid from Step B (1.50 g, 5.43 mmol) in EtOAc (100 mL) was saturated with HCl (g) and aged at ambient temperature for 1 h, then concentrated to dryness in vacuo to give the title compound. MS: m/z=284 (M+Na+CH3CN).